From a dataset of the Open Reaction Database (ORD), a public repository of structured organic reaction records. describe an organic reaction: reactants, conditions, products, and yield The reactants are C(C)(C)(C)OC(=O)N1CCN(CC1)C(CO)C1=CC(=CC=C1)C(F)(F)F (4-[2-Hydroxy-1-(3-trifluoromethyl-phenyl)-ethyl]-piperazine-1-carboxylic acid tert-butyl ester), IC (iodomethane), [H-].[Na+] (sodium hydride). Run in O1CCCC1 (tetrahydrofuran), CN(C=O)C (N,N-dimethylformamide). Conditions: temperature 0 celsius, time 3 hour. Product: C(C)(C)(C)OC(=O)N1CCN(CC1)C(COC)C1=CC(=CC=C1)C(F)(F)F (4-[2-Methoxy-1-(3-trifluoromethyl-phenyl)-ethyl]-piperazine-1-carboxylic acid tert-butyl ester). Isolated yield 92.3%. Reaction SMILES: [C:1]([O:5][C:6]([N:8]1[CH2:13][CH2:12][N:11]([CH:14]([C:17]2[CH:22]=[CH:21][CH:20]=[C:19]([C:23]([F:26])([F:25])[F:24])[CH:18]=2)[CH2:15][OH:16])[CH2:10][CH2:9]1)=[O:7])([CH3:4])([CH3:3])[CH3:2].[H-].[Na+].I[CH3:30]>O1CCCC1.CN(C)C=O>[C:1]([O:5][C:6]([N:8]1[CH2:13][CH2:12][N:11]([CH:14]([C:17]2[CH:22]=[CH:21][CH:20]=[C:19]([C:23]([F:25])([F:26])[F:24])[CH:18]=2)[CH2:15][O:16][CH3:30])[CH2:10][CH2:9]1)=[O:7])([CH3:4])([CH3:2])[CH3:3] |f:1.2|. Procedure: A mixture of 4-[2-Hydroxy-1-(3-trifluoromethyl-phenyl)-ethyl]-piperazine-1-carboxylic acid tert-butyl ester (200 mg, 0.53 mmol) in tetrahydrofuran (5 mL) and N,N-dimethylformamide (5 mL) at 0° C. was added sodium hydride (60% in mineral oil, 70 mg, 1.75 mmol) followed by iodomethane (230 mg, 1.62 mmole). The mixture was stirred at 0° C. for three hours. The reaction was quenched with saturated aqueous ammonium chloride solution and partitioned between ethyl acetate and water. The organic layer w... Reactants: O1C(CCC1)CNCCC#N (3-[(tetrahydro-furan-2-ylmethyl)-amino]-propionitrile), C(C)(C)(C)OC(=O)N(CCOC=1C=C(C(=O)O)C=C(C1)Cl)C1=CC=NC=C1 (3-[2-(tert-butoxycarbonyl-pyridin-4-yl-amino)-ethoxy]-5-chloro-benzoic acid), CN(C)C(=[N+](C)C)ON1C2=C(C=CC=C2)N=N1.[B-](F)(F)(F)F (TBTU), C=1C=CC2=C(C1)N=NN2O (HOBT), CCN(C(C)C)C(C)C (DIPEA). The solvent is CN(C)C=O (DMF). Conditions: time 96 hour. Product: C(C)(C)(C)OC(N(C1=CC=NC=C1)CCOC1=CC(=CC(=C1)C(N(CC1OCCC1)CCC#N)=O)Cl)=O ((2-{3-Chloro-5-[(2-cyano-ethyl)-(tetrahydro-furan-2-ylmethyl)-carbamoyl]-phenoxy}-ethyl)-pyridin-4-yl-carbamic acid tert-butyl ester). Isolated yield 96.5%. As a reaction SMILES: [C:1]([O:5][C:6]([N:8]([C:22]1[CH:27]=[CH:26][N:25]=[CH:24][CH:23]=1)[CH2:9][CH2:10][O:11][C:12]1[CH:13]=[C:14]([CH:18]=[C:19]([Cl:21])[CH:20]=1)[C:15]([OH:17])=O)=[O:7])([CH3:4])([CH3:3])[CH3:2].CN(C(ON1N=NC2C=CC=CC1=2)=[N+](C)C)C.[B-](F)(F)(F)F.C1C=CC2N(O)N=NC=2C=1.CCN(C(C)C)C(C)C.[O:69]1[CH2:73][CH2:72][CH2:71][CH:70]1[CH2:74][NH:75][CH2:76][CH2:77][C:78]#[N:79]>CN(C=O)C>[C:1]([O:5][C:6](=[O:7])[N:8]([CH2:9][CH2:10][O:11][C:12]1[CH:13]=[C:14]([C:15](=[O:17])[N:75]([CH2:76][CH2:77][C:78]#[N:79])[CH2:74][CH:70]2[CH2:71][CH2:72][CH2:73][O:69]2)[CH:18]=[C:19]([Cl:21])[CH:20]=1)[C:22]1[CH:23]=[CH:24][N:25]=[CH:26][CH:27]=1)([CH3:2])([CH3:3])[CH3:4] |f:1.2|. Reported procedure: To a stirred solution of 3-[2-(tert-butoxycarbonyl-pyridin-4-yl-amino)-ethoxy]-5-chloro-benzoic acid (0.060 g), TBTU (0.096 g) and HOBT (0.030 g) in DMF (1 ml) was added DIPEA (0.052 ml) followed by 3-[(tetrahydro-furan-2-ylmethyl)-amino]-propionitrile (0.047 g) after 15 min. The reaction was stirred at room temperature for 96 h, and then concentrated under reduced pressure. The residue was subjected to preparative hplc and the title compound (0.078 g) was obtained as a brown oil by concentratio...